Dataset: the Open Reaction Database (ORD), a public repository of structured organic reaction records. Task: describe an organic reaction: reactants, conditions, products, and yield Starting materials: C(C)(=O)OC(C(=O)O)C ((±)-2-acetoxypropionic acid), FC(OC=1C=C(C=CC1)C1=COC2=C1C=C(C=C2)C(=O)NN)(F)F (3-[3-(trifluoromethoxy)phenyl]-1-benzofuran-5-carbohydrazide). The product is C(C)(=O)OC(C(NNC(=O)C=1C=CC2=C(C(=CO2)C2=CC(=CC=C2)OC(F)(F)F)C1)=O)C (1-methyl-2-oxo-2-[2-[[3-[3-(trifluoromethoxy)phenyl]-1-benzofuran-5-yl]carbonyl]hydrazino]ethyl acetate). Isolated yield 48.0%. RXN SMILES: [C:1]([O:4][CH:5]([CH3:9])[C:6]([OH:8])=O)(=[O:3])[CH3:2].[F:10][C:11]([F:33])([F:32])[O:12][C:13]1[CH:14]=[C:15]([C:19]2[C:23]3[CH:24]=[C:25]([C:28]([NH:30][NH2:31])=[O:29])[CH:26]=[CH:27][C:22]=3[O:21][CH:20]=2)[CH:16]=[CH:17][CH:18]=1>>[C:1]([O:4][CH:5]([CH3:9])[C:6](=[O:8])[NH:31][NH:30][C:28]([C:25]1[CH:26]=[CH:27][C:22]2[O:21][CH:20]=[C:19]([C:15]3[CH:16]=[CH:17][CH:18]=[C:13]([O:12][C:11]([F:10])([F:32])[F:33])[CH:14]=3)[C:23]=2[CH:24]=1)=[O:29])(=[O:3])[CH3:2]. Procedure: In the same manner as in Reference Example 1 and using (±)-2-acetoxypropionic acid instead of benzothiazole-6-carboxylic acid and 3-[3-(trifluoromethoxy)phenyl]-1-benzofuran-5-carbohydrazide instead of tert-butyl carbazate, the title compound (yield 48%) was obtained as colorless crystals. Starting materials: Cl (HCl), [Li+].[OH-] (LiOH), C1(=CC=CC=C1)COC1=C(C=C(C=C1)C(=O)OCC1=CC=CC=C1)C(=O)OCC1=CC=CC=C1 (bis(phenylmethyl) 4-[(phenylmethyl)oxy]-1,3-benzenedicarboxylate). Solvent: O (water), O1CCCC1 (tetrahydrofuran). Run at time 8 hour. Yields the product C1(=CC=CC=C1)COC1=C(C=C(C=C1)C(=O)O)C(=O)O (4-[(Phenylmethyl)oxy]-1,3-benzenedicarboxylic acid). RXN SMILES: [Li+].[OH-].[C:3]1([CH2:9][O:10][C:11]2[CH:16]=[CH:15][C:14]([C:17]([O:19]CC3C=CC=CC=3)=[O:18])=[CH:13][C:12]=2[C:27]([O:29]CC2C=CC=CC=2)=[O:28])[CH:8]=[CH:7][CH:6]=[CH:5][CH:4]=1.Cl>O.O1CCCC1>[C:3]1([CH2:9][O:10][C:11]2[CH:16]=[CH:15][C:14]([C:17]([OH:19])=[O:18])=[CH:13][C:12]=2[C:27]([OH:29])=[O:28])[CH:4]=[CH:5][CH:6]=[CH:7][CH:8]=1 |f:0.1|. Reported procedure: A solution of LiOH (6.12 g, 146 mmol) in water (100 ml) was added to a stirred solution of bis(phenylmethyl) 4-[(phenylmethyl)oxy]-1,3-benzenedicarboxylate (may be prepared as described in Description 47; 6.6 g, 14.59 mmol) in tetrahydrofuran (25 ml) at room temperature. The mixture was stirred at room temperature overnight. The reaction mixture was acidified with concentrated HCl. The white precipitate was collected by filtration, and dried to yield the title compound as a white solid. 3.8 g. Starting materials: BrC1=CC=C(C=C1)SC (4-bromothioanisole), C(CCC)[Li] (n-butyl lithium), CCCCCC (hexane), CC1(C=C(C(C1)=O)C1=CC=CC=C1)C (4,4-Dimethyl-2-phenyl-2-cyclopenten-1-one), NH4OAc. The solvent is C1CCOC1 (THF), C1CCOC1 (THF). Conditions: time 1 hour. Product: CC1(C=C(C(C1)(O)C1=CC=C(C=C1)SC)C1=CC=CC=C1)C (4,4-Dimethyl-1-(4-(methylthio)phenyl)-2-phenylcyclopent-2-enol). Reaction SMILES: Br[C:2]1[CH:7]=[CH:6][C:5]([S:8][CH3:9])=[CH:4][CH:3]=1.C([Li])CCC.CCCCCC.[CH3:21][C:22]1([CH3:34])[CH2:26][C:25](=[O:27])[C:24]([C:28]2[CH:33]=[CH:32][CH:31]=[CH:30][CH:29]=2)=[CH:23]1>C1COCC1>[CH3:21][C:22]1([CH3:34])[CH2:26][C:25]([C:2]2[CH:7]=[CH:6][C:5]([S:8][CH3:9])=[CH:4][CH:3]=2)([OH:27])[C:24]([C:28]2[CH:29]=[CH:30][CH:31]=[CH:32][CH:33]=2)=[CH:23]1. Procedure details: To a solution of 4-bromothioanisole (2.51 g, 12.3 mmol) in THF (20 mL) at −78° C. was added dropwise a solution of 2.5 M n-butyl lithium in hexane (4.8 mL, 12.0 mmol). The resulting suspension was stirred at this temperature for 1 h and then a solution of 4,4-dimethyl-2-phenyl-2-cyclopenten-1-one from Step 2 (1.25 g, 6.7 mmol) in THF (20 mL) was added slowly via cannula to the cold reaction. The reaction was stirred for 15 min at −78° C. and then for 30 min. at r.t. The reaction was stopped by d... Reactants: S(=O)(Cl)Cl (thionyl chloride), CN(C=O)C (N,N-dimethylformamide), C(C)OC(=O)C=1C=C(OCC(=O)O)C=CC1 ([3-(ethoxycarbonyl)phenoxy]acetic acid). Run in ClCCCl (1,2-dichloroethane). Yields the product ClC(COC=1C=C(C(=O)OCC)C=CC1)=O (Ethyl 3-(2-chloro-2-oxoethoxy)benzoate). As a reaction SMILES: S(Cl)([Cl:3])=O.CN(C)C=O.[CH2:10]([O:12][C:13]([C:15]1[CH:16]=[C:17]([CH:23]=[CH:24][CH:25]=1)[O:18][CH2:19][C:20](O)=[O:21])=[O:14])[CH3:11]>ClCCCl>[Cl:3][C:20](=[O:21])[CH2:19][O:18][C:17]1[CH:16]=[C:15]([CH:25]=[CH:24][CH:23]=1)[C:13]([O:12][CH2:10][CH3:11])=[O:14]. Procedure details: 32.5 ml (0.45 mol) of thionyl chloride and 10 μl of N,N-dimethylformamide are added to a solution of 20.0 g (89.2 mmol) of [3-(ethoxycarbonyl)phenoxy]acetic acid (A. Banerjee, M. M. Adak, S. Das, S. Banerjee, S. Sengupta, Indian Chem. Soc., 1987, 64, 1, 34-37) in 200 ml of 1,2-dichloroethane. The mixture is refluxed for 1 hour and is then concentrated to dryness and dried under vacuum at 50° C. overnight and used as it is in the subsequent stage.